Task: describe an organic reaction: reactants, conditions, products, and yield. Dataset: the Open Reaction Database (ORD), a public repository of structured organic reaction records RXN SMILES: [C:18](=[O:19])([O:20][C:21]([CH3:22])([CH3:23])[CH3:24])[N:25]1[CH2:26][CH2:27][NH:28][CH2:29][CH2:30]1.[CH3:34][CH2:35][O:36][C:37]([CH3:38])=[O:39].[CH:9]([N:10]([CH2:11][CH3:12])[CH:13]([CH3:14])[CH3:15])([CH3:16])[CH3:17].[Cl:1][CH2:2][c:3]1[n:4][c:5]([CH3:8])[s:6][cH:7]1.[Cl:31][CH2:32][Cl:33]>>[CH2:2]([c:3]1[n:4][c:5]([CH3:8])[s:6][cH:7]1)[N:28]1[CH2:27][CH2:26][N:25]([C:18](=[O:19])[O:20][C:21]([CH3:22])([CH3:23])[CH3:24])[CH2:30][CH2:29]1. The product is Cc1nc(CN2CCN(C(=O)OC(C)(C)C)CC2)cs1. The reactants are CC(C)(C)OC(=O)N1CCNCC1, CCOC(C)=O, CCN(C(C)C)C(C)C, Cc1nc(CCl)cs1, ClCCl. The reactants are BrC1=NN(C(=C1[N+](=O)[O-])Br)CC(C)O (1-(3,5-dibromo-4-nitropyrazol-1-yl)propan-2-ol), C(C1=CC=CC=C1)N (benzylamine), C(C)(C)OC(C)C (diisopropyl ether). Run in CCO (EtOH). Yields the product C(C1=CC=CC=C1)NC1=C(C(=NN1CC(C)O)Br)[N+](=O)[O-] (1-(5-benzylamino-3-bromo-4-nitropyrazol-1-yl)propan-2-ol). The yield is 5.8%. As a reaction SMILES: [Br:1][C:2]1[C:6]([N+:7]([O-:9])=[O:8])=[C:5](Br)[N:4]([CH2:11][CH:12]([OH:14])[CH3:13])[N:3]=1.[CH2:15]([NH2:22])[C:16]1[CH:21]=[CH:20][CH:19]=[CH:18][CH:17]=1.C(OC(C)C)(C)C>CCO>[CH2:15]([NH:22][C:5]1[N:4]([CH2:11][CH:12]([OH:14])[CH3:13])[N:3]=[C:2]([Br:1])[C:6]=1[N+:7]([O-:9])=[O:8])[C:16]1[CH:21]=[CH:20][CH:19]=[CH:18][CH:17]=1. Procedure details: A mixture of 1-(3,5-dibromo-4-nitropyrazol-1-yl)propan-2-ol (3-3) (22 g, 666 mmol), EtOH (300 ml) and benzylamine (102 g, 936 mmol) was refluxed for 1.5 hours. The reaction medium was concentrated to the maximum under reduced pressure. DCM (100 ml) was added to the residue. The organic phase was washed with dilute acid (5×50 ml). The organic phase was dried over Na2SO4 and the solvent was evaporated off under reduced pressure. The brown oil obtained was treated with diisopropyl ether at 0° C. to... Reactants: C(C1=CC=CC=C1)(=O)C1=CC=C(C(=O)N2CC3=C(CC2)OC=C3)C=C1 (5-(4-benzoylbenzoyl)-4,5,6,7-tetrahydrofuro[3,2-c]pyridine), CNC (dimethylamine), C=O (formaldehyde). Solvent: C(C)(=O)O (acetic acid). Conditions: temperature 100 celsius, time 1 hour. Product: CN(C)CC1=CC=2CN(CCC2O1)C(C1=CC=C(C=C1)C(C1=CC=CC=C1)=O)=O (N,N-dimethyl-[5-(4-benzoylbenzoyl)-4,5,6,7-tetrahydrofuro[3,2-c]pyridin-2-ylmethyl]amine). As a reaction SMILES: [C:1]([C:9]1[CH:25]=[CH:24][C:12]([C:13]([N:15]2[CH2:20][CH2:19][C:18]3[O:21][CH:22]=[CH:23][C:17]=3[CH2:16]2)=[O:14])=[CH:11][CH:10]=1)(=[O:8])[C:2]1[CH:7]=[CH:6][CH:5]=[CH:4][CH:3]=1.[CH3:26][NH:27][CH3:28].[CH2:29]=O>C(O)(=O)C>[CH3:26][N:27]([CH2:29][C:22]1[O:21][C:18]2[CH2:19][CH2:20][N:15]([C:13](=[O:14])[C:12]3[CH:11]=[CH:10][C:9]([C:1](=[O:8])[C:2]4[CH:3]=[CH:4][CH:5]=[CH:6][CH:7]=4)=[CH:25][CH:24]=3)[CH2:16][C:17]=2[CH:23]=1)[CH3:28]. Reported procedure: To a solution of 0.230 g (0.694 mmol) of 5-(4-benzoylbenzoyl)-4,5,6,7-tetrahydrofuro[3,2-c]pyridine in 20 ml of acetic acid, 0.094 ml (1.04 mmol) of 50% aqueous dimethylamine and 0.085 ml (1.04 mmol) of 37% aqueous formaldehyde were added, followed by stirring at 100° C. for 1 hour. After the solvent was distilled off under reduced pressure, the residual solution was alkalified with 5% aqueous sodium hydrogen carbonate and extracted with dichloromethane 2 times. The combined organic layer was wa...